From a dataset of the Open Reaction Database (ORD), a public repository of structured organic reaction records. describe an organic reaction: reactants, conditions, products, and yield The product is COC(=O)NC1=CC(=C(C=C1)OCC1=CC=CC=C1)O (N-methoxycarbonyl-4-benzyloxy-3-hydroxyaniline). Reactants: C(C)(=O)OC=1C=C(C(=O)O)C=CC1OCC1=CC=CC=C1 (3-Acetoxy-4-benzyloxybenzoic acid), COC(=O)NC1=CC(=C(C=C1)OC)O (N-methoxycarbonyl-3-hydroxy-4-methoxyaniline). Reaction SMILES: C([O:4][C:5]1[CH:6]=[C:7]([CH:11]=[CH:12][C:13]=1[O:14][CH2:15][C:16]1[CH:21]=[CH:20][CH:19]=[CH:18][CH:17]=1)C(O)=O)(=O)C.[CH3:22][O:23][C:24]([NH:26]C1C=CC(OC)=C(O)C=1)=[O:25]>>[CH3:22][O:23][C:24]([NH:26][C:7]1[CH:11]=[CH:12][C:13]([O:14][CH2:15][C:16]2[CH:17]=[CH:18][CH:19]=[CH:20][CH:21]=2)=[C:5]([OH:4])[CH:6]=1)=[O:25]. Procedure details: 3-Acetoxy-4-benzyloxybenzoic acid (14.4 g) was treated in the same manner as in the preparation of N-methoxycarbonyl-3-hydroxy-4-methoxyaniline in Experimental Example 4 to obtain N-methoxycarbonyl-4-benzyloxy-3-hydroxyaniline (11.8 g). Starting materials: FC(C1=C(C=CC=C1)S(=O)(=O)[O-])(F)F.OC1=CC=C(C=C1)[S+](C1=CC=C(C=C1)C(C)(C)C)C1=CC=C(C=C1)C(C)(C)C (4-Hydroxyphenyldi(4-t-butylphenyl)sulfonium 2-trifluoromethylbenzenesulfonate), C([O-])([O-])=O.[K+].[K+] (potassium carbonate), CN(CCN(C)C)C (N,N,N′,N′-tetramethylethylenediamine), C(=C)OCCCl (chloroethyl vinyl ether), resultant solution. Run in CS(=O)C (dimethyl sulfoxide). Conditions: temperature 80 celsius, time 15 hour. Product: FC(C1=C(C=CC=C1)S(=O)(=O)[O-])(F)F.C(=C)OCCOC1=CC=C(C=C1)[S+](C1=CC=C(C=C1)C(C)(C)C)C1=CC=C(C=C1)C(C)(C)C (4-vinyloxyethoxyphenyldi(4-t-butylphenyl)sulfonium 2-trifluoromethylbenzenesulfonate). RXN SMILES: [F:1][C:2]([F:14])([F:13])[C:3]1[CH:8]=[CH:7][CH:6]=[CH:5][C:4]=1[S:9]([O-:12])(=[O:11])=[O:10].[OH:15][C:16]1[CH:21]=[CH:20][C:19]([S+:22]([C:33]2[CH:38]=[CH:37][C:36]([C:39]([CH3:42])([CH3:41])[CH3:40])=[CH:35][CH:34]=2)[C:23]2[CH:28]=[CH:27][C:26]([C:29]([CH3:32])([CH3:31])[CH3:30])=[CH:25][CH:24]=2)=[CH:18][CH:17]=1.C(=O)([O-])[O-].[K+].[K+].CN(C)CCN(C)C.[CH:57]([O:59][CH2:60][CH2:61]Cl)=[CH2:58]>CS(C)=O>[F:14][C:2]([F:1])([F:13])[C:3]1[CH:8]=[CH:7][CH:6]=[CH:5][C:4]=1[S:9]([O-:12])(=[O:11])=[O:10].[CH:57]([O:59][CH2:60][CH2:61][O:15][C:16]1[CH:21]=[CH:20][C:19]([S+:22]([C:33]2[CH:34]=[CH:35][C:36]([C:39]([CH3:42])([CH3:41])[CH3:40])=[CH:37][CH:38]=2)[C:23]2[CH:28]=[CH:27][C:26]([C:29]([CH3:32])([CH3:31])[CH3:30])=[CH:25][CH:24]=2)=[CH:18][CH:17]=1)=[CH2:58] |f:0.1,2.3.4,8.9|. Procedure details: 4-Hydroxyphenyldi(4-t-butylphenyl)sulfonium 2-trifluoromethylbenzenesulfonate (4.51 g), potassium carbonate (5.30 g), and N,N,N′,N′-tetramethylethylenediamine (0.53 g) were dissolved in dimethyl sulfoxide (30 g). Subsequently, chloroethyl vinyl ether (10.03 g) was added to the resultant solution, followed by heating to 80° C. and stirring for 15 hours. The resultant reaction mixture was cooled to 30° C. or lower. After removal of solid matter through filtration, water (150 g) and dichloromethane... Reactants: C(C)(=O)OCC=1CS[C@H]2N(C1C(=O)O)C(C2NC(C(=NOC)C=2N=C(SC2)NC(C2=CC=CC=C2)(C2=CC=CC=C2)C2=CC=CC=C2)=O)=O (3-acetoxymethyl-7-[{2-(2-tritylamino-4-thiazolyl)-2-methoxyiminoacetyl}amino]-ceph-3-eme-4-carboxylic acid), C(=O)O (formic acid). Run in O (water). Conditions: temperature 55 celsius, time 10 minute. Yields the product C(C)(=O)OCC=1CS[C@H]2N(C1C(=O)O)C(C2NC(C(=NOC)C=2N=C(SC2)N)=O)=O (3-acetoxymethyl-7-[{2-(2-amino-4-thiazolyl)-2-methoxyiminoacetyl}amino]-ceph-3-eme-4-carboxylic acid). The yield is 67.3%. RXN SMILES: [C:1]([O:4][CH2:5][C:6]1[CH2:7][S:8][C@@H:9]2[CH:16]([NH:17][C:18](=[O:48])[C:19]([C:23]3[N:24]=[C:25]([NH:28]C(C4C=CC=CC=4)(C4C=CC=CC=4)C4C=CC=CC=4)[S:26][CH:27]=3)=[N:20][O:21][CH3:22])[C:15](=[O:49])[N:10]2[C:11]=1[C:12]([OH:14])=[O:13])(=[O:3])[CH3:2].C(O)=O>O>[C:1]([O:4][CH2:5][C:6]1[CH2:7][S:8][C@@H:9]2[CH:16]([NH:17][C:18](=[O:48])[C:19]([C:23]3[N:24]=[C:25]([NH2:28])[S:26][CH:27]=3)=[N:20][O:21][CH3:22])[C:15](=[O:49])[N:10]2[C:11]=1[C:12]([OH:14])=[O:13])(=[O:3])[CH3:2]. Procedure: A mixture of 0.975 g of the product of Step A and 4 ml of 50% aqueous formic acid was stirred for 10 minutes at 55° C. and after the addition of 4 ml of water, the mixture was vacuum filtered. The filtrate was evaporated under reduced pressure to dryness and the residue was effloresced with 2 ml of ethanol. The mixture was vacuum filtered and the product was washed with ethanol and then ether to obtain 0.428 g of pure 3-acetoxymethyl-7-[{2-(2-amino-4-thiazolyl)-2-methoxyiminoacetyl}amino]-ceph-3...